describe an organic reaction: reactants, conditions, products, and yield From a dataset of the Open Reaction Database (ORD), a public repository of structured organic reaction records. The reactants are SCC1SCSC1 (4-mercaptomethyl-1,3-dithiolane), ClCCC(=O)Cl (3-chloropropionic chloride). Solvent: C1(=CC=CC=C1)C (toluene). Yields the product ClCCC(=O)SCC1SCSC1 (4-(3-chloropropionylthiomethyl)-1,3-dithiolane). Isolated yield 81.7%. Reaction SMILES: [SH:1][CH2:2][CH:3]1[CH2:7][S:6][CH2:5][S:4]1.[Cl:8][CH2:9][CH2:10][C:11](Cl)=[O:12]>C1(C)C=CC=CC=1>[Cl:8][CH2:9][CH2:10][C:11]([S:1][CH2:2][CH:3]1[CH2:7][S:6][CH2:5][S:4]1)=[O:12]. Procedure details: Into 500 ml glass reactor equipped with a stirrer and a cooling pipe, 91.2 g (0.60 moles) of 4-mercaptomethyl-1,3-dithiolane (2-1) produced in Example 1 was weighed and poured, and 80.0 g (0.63 moles) of 3-chloropropionic chloride was added dropwise into the reactor at 40° C. over 15 minutes. After reacted at 40° C. for eight hours with stirring, 200 g of toluene was added to the reaction mixture to dissolve the mixture. The mixture then was moved into a separating funnel to be rinsed three time... Reactants: [Al+3], CCOC(C)=O, CCCCCC, CCCCCC, [Cl-], [Cl-], [Cl-], CCOC(=O)COc1ccccc1Cl, ClCCl, Cl, O=C1CCC(=O)O1, O. Yields the product CCOC(=O)COc1ccc(C(=O)CCC(=O)O)cc1Cl. Reaction SMILES: [Al+3:25].[C:36]([O:37][CH2:38][CH3:39])(=[O:40])[CH3:41].[CH3:30][CH2:31][CH2:32][CH2:33][CH2:34][CH3:35].[CH3:42][CH2:43][CH2:44][CH2:45][CH2:46][CH3:47].[Cl-:22].[Cl-:23].[Cl-:24].[Cl:1][c:2]1[c:3]([O:4][CH2:5][C:6](=[O:7])[O:8][CH2:9][CH3:10])[cH:11][cH:12][cH:13][cH:14]1.[Cl:27][CH2:28][Cl:29].[ClH:26].[O:15]=[C:16]1[CH2:17][CH2:18][C:19](=[O:20])[O:21]1.[OH2:48]>>[Cl:1][c:2]1[c:3]([O:4][CH2:5][C:6](=[O:7])[O:8][CH2:9][CH3:10])[cH:11][cH:12][c:13]([C:19]([CH2:18][CH2:17][C:16](=[O:15])[OH:21])=[O:20])[cH:14]1. Reaction SMILES: [CH3:1][NH:2][CH3:3].[Cl:4][C:5]1[CH:12]=[CH:11][CH:10]=[CH:9][C:6]=1[CH2:7]Cl>O>[Cl:4][C:5]1[CH:12]=[CH:11][CH:10]=[CH:9][C:6]=1[CH2:7][N:2]([CH3:3])[CH3:1]. Solvent: O (water). Procedure details: The dimethylamine and water streams were initially combined and preheated to 130° C. The stream of o-chlorobenzyl chloride was then introduced by way of a mixing chamber. The temperature in the reaction tube was set to approximately 140° C. After running through the reaction zone, the mixture was cooled and depressurized. The workup analogous to example 1 afforded the (2-chlorobenzyl)dimethylamine target product with a yield and purity as in example 3. The reactants are CNC (dimethylamine), ClC1=C(CCl)C=CC=C1 (o-chlorobenzyl chloride). Yields the product ClC1=C(CN(C)C)C=CC=C1 ((2-chlorobenzyl)dimethylamine). Reactants: S(=O)([O-])S(=O)[O-].[Na+].[Na+] (Sodium dithionite), [N+](=O)([O-])C1=COC2=C(C1=O)C=CC(=C2)OC (3-nitro-7-methoxy-4H-1-benzopyran-4-one). Run in C(C)O (ethanol), O (water), O (water). Conditions: time 20 minute. Product: NC1=COC2=C(C1=O)C=CC(=C2)OC (3-amino-7-methoxy-4H-1-benzopyran-4-one). Yield: 74.4%. Reaction SMILES: S(S([O-])=O)([O-])=O.[Na+].[Na+].[N+:9]([C:12]1[C:17](=[O:18])[C:16]2[CH:19]=[CH:20][C:21]([O:23][CH3:24])=[CH:22][C:15]=2[O:14][CH:13]=1)([O-])=O>C(O)C.O>[NH2:9][C:12]1[C:17](=[O:18])[C:16]2[CH:19]=[CH:20][C:21]([O:23][CH3:24])=[CH:22][C:15]=2[O:14][CH:13]=1 |f:0.1.2|. Procedure: Sodium dithionite (20g) was added to a stirred suspension of 3-nitro-7-methoxy-4H-1-benzopyran-4-one (7.0 g, 0.0316 m) in absolute ethanol (80 ml) and water (30 ml). The reaction mixture was stirred under nitrogen for 20 min. The solvents were removed under reduced pressure to give a solid residue. The residue was dissolved in water and extracted with chloroform. The chloroform extracts were dried over sodium sulfate and evaporated to give 3-amino-7-methoxy-4H-1-benzopyran-4-one (4.5 g, 78.5%), ... RXN SMILES: [C:1]1([CH:8]=[CH:7][C:5](O)=[CH:4][CH:3]=1)O.[C:9]([OH:14])(=[O:13])[C:10]([CH3:12])=[CH2:11].O1CCCC1.P(Cl)(Cl)(Cl)=O>CO.C(N(CC)CC)C.C1(C)C=CC=CC=1>[C:9]([OH:14])(=[O:13])[C:10]([CH3:12])=[CH2:11].[C:9]([OH:14])(=[O:13])[C:10]([CH3:12])=[CH2:11].[CH:1]1[CH:8]=[CH:7][CH:5]=[CH:4][CH:3]=1 |f:7.8.9|. Reactants: three, 1,4-benzene dimethacrylate, 55g, C1(O)=CC=C(O)C=C1 (hydroquinone), C(C(=C)C)(=O)O (methacrylic acid), O1CCCC1 (tetrahydrofuran), P(=O)(Cl)(Cl)Cl (phosphorus oxychloride). Procedure details: Into a one liter three neck flask which was equipped with a stirrer, water condenser, thermometer and addition funnel was added 55g hydroquinone (1,4-benzenediol), 94.5g methacrylic acid (MAA), 100 ml tetrahydrofuran and 350ml toluene. Then 244 g of triethylamine was added with cooling. Then 121 g phosphorus oxychloride (POCl3) was added over a 20 minute period between 22° and 55° C. The flask contents were further reacted at 72° C. for two hours and then filtered. The filtrate was distilled to ... Yields the product C(C(=C)C)(=O)O.C(C(=C)C)(=O)O.C1=CC=CC=C1 (benzene dimethacrylate). Run in CO (methanol), C(C)N(CC)CC (triethylamine), C1(=CC=CC=C1)C (toluene). The reactants are [N+](=O)([O-])C1=CC2=C(N=CCO2)C=C1 (7-nitrobenz[1,4]oxazine), Br.BrCC=1C=NC=CC1 (3-(Bromomethyl)-pyridine hydrobromide), [Cl-].[NH4+] (ammonium chloride), [OH-].[Na+] (NaOH). Run in CN(C)C=O (DMF), C(C)(=O)OCC (ethyl acetate), O (water). Reaction conditions: time 30 minute. Yields the product [N+](=O)([O-])C1=CC2=C(N(C=CO2)CC=2C=NC=CC2)C=C1 (7-nitro-4-(3-pyridylmethyl)benz[1,4]oxazine). The yield is 44.8%. Reaction SMILES: [N+:1]([C:4]1[CH:13]=[CH:12][C:7]2[N:8]=[CH:9][CH2:10][O:11][C:6]=2[CH:5]=1)([O-:3])=[O:2].[Cl-].[NH4+].[OH-].[Na+].Br.Br[CH2:20][C:21]1[CH:22]=[N:23][CH:24]=[CH:25][CH:26]=1>CN(C=O)C.O.C(OCC)(=O)C>[N+:1]([C:4]1[CH:13]=[CH:12][C:7]2[N:8]([CH2:20][C:21]3[CH:22]=[N:23][CH:24]=[CH:25][CH:26]=3)[CH:9]=[CH:10][O:11][C:6]=2[CH:5]=1)([O-:3])=[O:2] |f:1.2,3.4,5.6|. Procedure details: To a dry reaction flask equipped with a reflux condenser, a magnetic stirring bar and a rubber septum with a N2 inlet was placed 7-nitrobenz[1,4]oxazine (1.0 g, 5.55 mmol), tertabutyl ammonium chloride (56 mg), powdered NaOH (0.58 g) in dry DMF (10 mL). The reaction mixture was stirred at room temperature for 30 minutes. 3-(Bromomethyl)-pyridine hydrobromide (1.40 g, 5.55 mmol) was added. The reaction mixture was heated at 80° C. for over night, cooled to room temperature, poured in water (200 m... Reactants: [H-].[Na+] (NaH), C(CCC)O (n-butanol), ClC=1N=C(C2=C(N1)C=CC(=N2)C2=CC(=C(C=C2)OC)OC)N2C(CNCC2)C(NC2=CC(=CC=C2)C)=O (2-chloro-[(N-3-methyl-phenylcarbamoyl)-piperazin-1-yl]-6-(3,4-dimethoxyphenyl)-pyrido[3,2-d]pyrimidine). The solvent is CCCCCC.C(C)(=O)OCC (n-hexane ethyl acetate), O1CCCC1 (tetrahydrofuran), O (water). Product: C(CCC)OC=1N=C(C2=C(N1)C=CC(=N2)C2=CC(=C(C=C2)OC)OC)N2C(CNCC2)C(NC2=CC(=CC=C2)C)=O (2-butoxy-4-[(N-3-methyl-phenylcarbamoyl)-piperazin-1-yl]-6-(3,4-dimethoxyphenyl)-pyrido[3,2-d]pyrimidine). The yield is 91.7%. As a reaction SMILES: [H-].[Na+].[CH2:3]([OH:7])[CH2:4][CH2:5][CH3:6].Cl[C:9]1[N:10]=[C:11]([N:29]2[CH2:34][CH2:33][NH:32][CH2:31][CH:30]2[C:35](=[O:44])[NH:36][C:37]2[CH:42]=[CH:41][CH:40]=[C:39]([CH3:43])[CH:38]=2)[C:12]2[N:18]=[C:17]([C:19]3[CH:24]=[CH:23][C:22]([O:25][CH3:26])=[C:21]([O:27][CH3:28])[CH:20]=3)[CH:16]=[CH:15][C:13]=2[N:14]=1>O1CCCC1.O.CCCCCC.C(OCC)(=O)C>[CH2:3]([O:7][C:9]1[N:10]=[C:11]([N:29]2[CH2:34][CH2:33][NH:32][CH2:31][CH:30]2[C:35](=[O:44])[NH:36][C:37]2[CH:42]=[CH:41][CH:40]=[C:39]([CH3:43])[CH:38]=2)[C:12]2[N:18]=[C:17]([C:19]3[CH:24]=[CH:23][C:22]([O:25][CH3:26])=[C:21]([O:27][CH3:28])[CH:20]=3)[CH:16]=[CH:15][C:13]=2[N:14]=1)[CH2:4][CH2:5][CH3:6] |f:0.1,6.7|. Procedure: 28 mg (0.7 mmole) of 60% by weight NaH in mineral oil was suspended in dry tetrahydrofuran (5 ml) under a N2 atmosphere, followed by the addition of n-butanol (0.6 mmole). Then, 2-chloro-[(N-3-methyl-phenylcarbamoyl)-piperazin-1-yl]-6-(3,4-dimethoxyphenyl)-pyrido[3,2-d]pyrimidine (149 mg, 0.29 mmole) was added. The mixture was heated at reflux under N2 for 2.5 hours and then diluted with water. The crude product was extracted four times from the reaction mixture with ethyl acetate. The organic e... Reactants: C(C#CCCCCCCCCCC)O (2-tridecyn-1-ol), C(C)O[SiH](OCC)OCC (triethoxysilane), C1CCOC1 (THF). Reagents/catalysts: O.O.O.[Rh](Cl)(Cl)Cl (rhodium(III) chloride trihydrate), O.[N+](=O)([O-])[O-].[Cu+2].O.O.O.O.[N+](=O)([O-])[O-].[Cu+2].[N+](=O)([O-])[O-].[N+](=O)([O-])[O-] (copper(II) nitrate hemipentahydrate). Run in O (water). Product: C(\C=C/CCCCCCCCCC)O (Z-2-Tridecen-1-ol), C(C=CCCCCCCCCCC)O (2-tridecene-1-ol). The yield is 192.0%. As a reaction SMILES: [CH2:1]([OH:14])[C:2]#[C:3][CH2:4][CH2:5][CH2:6][CH2:7][CH2:8][CH2:9][CH2:10][CH2:11][CH2:12][CH3:13].C(O[SiH](OCC)OCC)C.C1COCC1>O.O.O.[Rh](Cl)(Cl)Cl.O.[N+]([O-])([O-])=O.[Cu+2].O.O.O.O.[N+]([O-])([O-])=O.[Cu+2].[N+]([O-])([O-])=O.[N+]([O-])([O-])=O.O>[CH2:1]([OH:14])/[CH:2]=[CH:3]\[CH2:4][CH2:5][CH2:6][CH2:7][CH2:8][CH2:9][CH2:10][CH2:11][CH2:12][CH3:13].[CH2:1]([OH:14])[CH:2]=[CH:3][CH2:4][CH2:5][CH2:6][CH2:7][CH2:8][CH2:9][CH2:10][CH2:11][CH2:12][CH3:13] |f:3.4.5.6,7.8.9.10.11.12.13.14.15.16.17|. Procedure details: Z-2-Tridecen-1-ol was prepared according to the method of Example 6 using 2-tridecyn-1-ol (98 mg, 0.5 mmol), rhodium(III) chloride trihydrate (1.3 mg, 0.005 mmol), copper(II) nitrate hemipentahydrate (5.8 mg, 0.025 mmol), triethoxysilane (0.21 g, 0.23 mL, 1.25 mmol), THF (2.5 mL) and water (0.5 mL) at room temperature for 8 hours to afford 96 mg (0.48 mmol, 97%) of 2-tridecene-1-ol which was a 6:1 Z:E mixture by spectroscopic analysis. Spectral analysis of the Z-isomer: IR (neat) 3337.2, 2924.8,...